Dataset: the Open Reaction Database (ORD), a public repository of structured organic reaction records. Task: describe an organic reaction: reactants, conditions, products, and yield Product: C(=O)(O)C1=C(C(=CC(=C1)C(C)(C)C)S(=O)(=O)C)O (2-carboxy-4-(1,1-dimethylethyl)-6-methylsulfonylphenol). Reported procedure: 2.56 g (0.01 mol) of 2-formyl-4-(1,1-dimethylethyl)-6-methylsulfonylphenol are introduced into a solution of 1.58 g (0.01 mol) of potassium permanganate in 50 ml of 2N sodium hydroxide solution, and the mixture is heated on a steam bath for 30 minutes. The cooled solution is then adjusted to pH 2 with 2N hydrochloric acid and decolorized with concentrated Na2SO3 solution. The mixture is extracted three times with ethyl acetate, which is evaporated in vacuo and the residue is recrystallized from ... Reactants: [O-]S(=O)[O-].[Na+].[Na+] (Na2SO3), C(=O)C1=C(C(=CC(=C1)C(C)(C)C)S(=O)(=O)C)O (2-formyl-4-(1,1-dimethylethyl)-6-methylsulfonylphenol), [Mn](=O)(=O)(=O)[O-].[K+] (potassium permanganate), Cl (hydrochloric acid). Solvent: [OH-].[Na+] (sodium hydroxide). As a reaction SMILES: [CH:1]([C:3]1[CH:8]=[C:7]([C:9]([CH3:12])([CH3:11])[CH3:10])[CH:6]=[C:5]([S:13]([CH3:16])(=[O:15])=[O:14])[C:4]=1[OH:17])=[O:2].[Mn]([O-])(=O)(=O)=[O:19].[K+].Cl.[O-]S([O-])=O.[Na+].[Na+]>[OH-].[Na+]>[C:1]([C:3]1[CH:8]=[C:7]([C:9]([CH3:12])([CH3:11])[CH3:10])[CH:6]=[C:5]([S:13]([CH3:16])(=[O:15])=[O:14])[C:4]=1[OH:17])([OH:19])=[O:2] |f:1.2,4.5.6,7.8|. Conditions: temperature -78 celsius, time 8 hour. Procedure: A solution of 4-allyl-2-(cyclopropyloxy)benzonitrile (100 mg, 0.5 mmol) in 1:1 CH2Cl2/MeOH (15 mL) containing pyridine (0.5 mL, 6 mmol) was cooled to −78° C., and O3 was passed through until a blue color was present. N2 was then bubbled through to discharge the blue color and Me2S (5 ml) was added. The reaction mixture was allowed to warm and left overnight. The mixture was washed with 1 N HCl and aqueous NaHCO3 and then dried and concentrated to give crude 2-(cyclopropyloxy)-4-(2-oxoethyl)benzo... Reaction SMILES: [CH2:1]([C:4]1[CH:11]=[CH:10][C:7]([C:8]#[N:9])=[C:6]([O:12][CH:13]2[CH2:15][CH2:14]2)[CH:5]=1)[CH:2]=C.N1C=CC=CC=1.[O:22]=[O+][O-]>C(Cl)Cl.CO>[CH:13]1([O:12][C:6]2[CH:5]=[C:4]([CH2:1][CH:2]=[O:22])[CH:11]=[CH:10][C:7]=2[C:8]#[N:9])[CH2:15][CH2:14]1 |f:3.4|. Yields the product C1(CC1)OC1=C(C#N)C=CC(=C1)CC=O (2-(cyclopropyloxy)-4-(2-oxoethyl)benzonitrile). Starting materials: C(C=C)C1=CC(=C(C#N)C=C1)OC1CC1 (4-allyl-2-(cyclopropyloxy)benzonitrile), N1=CC=CC=C1 (pyridine), O=[O+][O-] (O3). The solvent is C(Cl)Cl.CO (CH2Cl2 MeOH). The reactants are B, COCCCN1CCOc2ccc(COC3CN(S(=O)(=O)c4ccc(C)cc4)C(CCC(C)=O)CC3c3ccc(OC)cc3)cc21, C1CCOC1. Yields the product COCCCN1CCOc2ccc(COC3CN(S(=O)(=O)c4ccc(C)cc4)C(CCC(C)O)CC3c3ccc(OC)cc3)cc21. As a reaction SMILES: [BH3:52].[CH3:1][O:2][c:3]1[cH:4][cH:5][c:6]([CH:9]2[CH2:10][CH:11]([CH2:42][CH2:43][C:44]([CH3:45])=[O:46])[N:12]([S:32](=[O:33])(=[O:34])[c:35]3[cH:36][cH:37][c:38]([CH3:41])[cH:39][cH:40]3)[CH2:13][CH:14]2[O:15][CH2:16][c:17]2[cH:18][cH:19][c:20]3[c:21]([cH:31]2)[N:22]([CH2:26][CH2:27][CH2:28][O:29][CH3:30])[CH2:23][CH2:24][O:25]3)[cH:7][cH:8]1.[O:47]1[CH2:48][CH2:49][CH2:50][CH2:51]1>>[CH3:1][O:2][c:3]1[cH:4][cH:5][c:6]([CH:9]2[CH2:10][CH:11]([CH2:42][CH2:43][CH:44]([CH3:45])[OH:46])[N:12]([S:32](=[O:33])(=[O:34])[c:35]3[cH:36][cH:37][c:38]([CH3:41])[cH:39][cH:40]3)[CH2:13][CH:14]2[O:15][CH2:16][c:17]2[cH:18][cH:19][c:20]3[c:21]([cH:31]2)[N:22]([CH2:26][CH2:27][CH2:28][O:29][CH3:30])[CH2:23][CH2:24][O:25]3)[cH:7][cH:8]1. Procedure: To a round-bottom flask charged with NaH (336 mg, 8.29 mmol, 60% dispersion in mineral oil) and THF (100 mL), 1,3-propanediol (0.91 mL, 12.6 mmol) was added dropwise [H2 evolution] at rt. The reaction mixture was stirred for 30 min, then 2,4-dichloropyrimidine (5.0 g, 33.6 mmol) was added, and the reaction mixture was stirred for an additional 72 h. Brine was slowly added and the aqueous phase was extracted with EtOAc. The combined organic phases were dried (MgSO4), filtered, and concentrated un... The solvent is [Cl-].[Na+].O (Brine). Run at time 30 minute. Yield: 14.7%. Reactants: [H-].[Na+] (NaH), C1CCOC1 (THF), C(CCO)O (1,3-propanediol), ClC1=NC=CC(=N1)Cl (2,4-dichloropyrimidine). Product: ClC1=NC=CC(=N1)OCCCO (3-[(2-chloro-4-pyrimidinyl)oxy]-1-propanol). Reaction SMILES: [H-].[Na+].C1COCC1.[CH2:8]([OH:12])[CH2:9][CH2:10][OH:11].[Cl:13][C:14]1[N:19]=[C:18](Cl)[CH:17]=[CH:16][N:15]=1>[Cl-].[Na+].O>[Cl:13][C:14]1[N:19]=[C:18]([O:11][CH2:10][CH2:9][CH2:8][OH:12])[CH:17]=[CH:16][N:15]=1 |f:0.1,5.6.7|. The reactants are COc1cc(CCl)cc2c(OC)cccc12, CC(C)(C)OC(=O)N1CCC(c2ccc(OCCCOCc3cccs3)cc2)C(O)C1. Yields the product COc1cc(COC2CN(C(=O)OC(C)(C)C)CCC2c2ccc(OCCCOCc3cccs3)cc2)cc2c(OC)cccc12. Reaction SMILES: [Cl:32][CH2:33][c:34]1[cH:35][c:36]2[c:37]([O:46][CH3:47])[cH:38][cH:39][cH:40][c:41]2[c:42]([O:44][CH3:45])[cH:43]1.[OH:1][CH:2]1[CH2:3][N:4]([C:25](=[O:26])[O:27][C:28]([CH3:29])([CH3:30])[CH3:31])[CH2:5][CH2:6][CH:7]1[c:8]1[cH:9][cH:10][c:11]([O:14][CH2:15][CH2:16][CH2:17][O:18][CH2:19][c:20]2[s:21][cH:22][cH:23][cH:24]2)[cH:12][cH:13]1>>[O:1]([CH:2]1[CH2:3][N:4]([C:25](=[O:26])[O:27][C:28]([CH3:29])([CH3:30])[CH3:31])[CH2:5][CH2:6][CH:7]1[c:8]1[cH:9][cH:10][c:11]([O:14][CH2:15][CH2:16][CH2:17][O:18][CH2:19][c:20]2[s:21][cH:22][cH:23][cH:24]2)[cH:12][cH:13]1)[CH2:33][c:34]1[cH:35][c:36]2[c:37]([O:46][CH3:47])[cH:38][cH:39][cH:40][c:41]2[c:42]([O:44][CH3:45])[cH:43]1. Starting materials: COC(=O)C(Cc1cccc(OCc2ccccc2)c1)OC, CO. Yields the product COC(=O)C(Cc1cccc(O)c1)OC. As a reaction SMILES: [CH3:1][O:2][C:3]([CH:4]([CH2:5][c:6]1[cH:7][c:8]([O:12][CH2:13][c:14]2[cH:15][cH:16][cH:17][cH:18][cH:19]2)[cH:9][cH:10][cH:11]1)[O:20][CH3:21])=[O:22].[CH3:23][OH:24]>>[CH3:1][O:2][C:3]([CH:4]([CH2:5][c:6]1[cH:7][c:8]([OH:12])[cH:9][cH:10][cH:11]1)[O:20][CH3:21])=[O:22]. Reaction SMILES: [CH3:1][N:2]([S:3](=[O:4])(=[O:5])[c:6]1[s:7][cH:8][cH:9][cH:10]1)[c:11]1[cH:12][cH:13][cH:14][c:15]2[cH:16][c:17]([C:20]3=[N:24][CH2:23][CH:22]([CH2:25][C:26]([N:27]4[CH2:28][CH2:29][S:30][CH2:31][CH2:32]4)=[O:33])[S:21]3)[nH:18][c:19]12.[CH3:46][CH2:47][OH:48].[Na+:38].[Na+:39].[O:41]1[CH2:42][CH2:43][CH2:44][CH2:45]1.[OH2:40].[S:34](=[O:35])([O-:36])[O-:37]>>[CH3:1][N:2]([S:3](=[O:4])(=[O:5])[c:6]1[s:7][cH:8][cH:9][cH:10]1)[c:11]1[cH:12][cH:13][cH:14][c:15]2[cH:16][c:17]([C:20]3=[N:24][CH2:23][CH:22]([CH2:25][C:26]([N:27]4[CH2:28][CH2:29][S:30](=[O:35])(=[O:40])[CH2:31][CH2:32]4)=[O:33])[S:21]3)[nH:18][c:19]12. The product is CN(c1cccc2cc(C3=NCC(CC(=O)N4CCS(=O)(=O)CC4)S3)[nH]c12)S(=O)(=O)c1cccs1. Starting materials: CN(c1cccc2cc(C3=NCC(CC(=O)N4CCSCC4)S3)[nH]c12)S(=O)(=O)c1cccs1, CCO, [Na+], [Na+], C1CCOC1, O, O=S([O-])[O-]. The reactants are BrC=1C(=NC(=NC1)Cl)Cl (5-bromo-2,4-dichloropyrimidine), C(C)(=O)OCC (ethyl acetate), [H-].[Na+] (Sodium hydride), N1=CNC2=C1C=CC=C2 (benzimidazole). Run in CN(C)C=O (DMF), O (water), CN(C)C=O (DMF). Conditions: temperature 0 celsius, time 10 minute. Yields the product BrC=1C(=NC(=NC1)Cl)N1C=NC2=C1C=CC=C2 (5-Bromo-2-chloro-4-(benzimidazol-1-yl)pyrimidine). The yield is 64.6%. Reaction SMILES: [H-].[Na+].[N:3]1[C:7]2[CH:8]=[CH:9][CH:10]=[CH:11][C:6]=2[NH:5][CH:4]=1.[Br:12][C:13]1[C:14](Cl)=[N:15][C:16]([Cl:19])=[N:17][CH:18]=1.C(OCC)(=O)C>CN(C=O)C.O>[Br:12][C:13]1[C:14]([N:3]2[C:7]3[CH:8]=[CH:9][CH:10]=[CH:11][C:6]=3[N:5]=[CH:4]2)=[N:15][C:16]([Cl:19])=[N:17][CH:18]=1 |f:0.1|. Procedure details: Sodium hydride (60% dispersion in oil; 110 mg, 2.75 mmol) was added to a solution of benzimidazole (295 mg, 2.5 mmol) in DMF (6 ml) at 0° C. The mixture was stirred at 0° C. for 10 minutes and then added dropwise to a cold (0° C.) solution of 5-bromo-2,4-dichloropyrimidine (712 mg, 3.14 mmol) in DMF (6 ml). The mixture was stirred for at 0° C. for 2 hours and then ethyl acetate (20 ml) and water (20 ml) were added. The organic phase was separated and dried and volatile material was removed by ev... Starting materials: ClC1=NC=C(C(=N1)N[C@@H](CO)CC)Br ((R)-2-(2-chloro-5-bromopyrimidine-4-ylamino)butan-1-ol), S1C(=CC=C1)B(O)O (thiophen-2-boronic acid). Product: ClC1=NC=C(C(=N1)N[C@@H](CO)CC)C=1SC=CC1 ((R)-2-(2-chloro-5-(2-thienyl)pyrimidine-4-ylamino)butan-1-ol). Isolated yield 71.0%. As a reaction SMILES: [Cl:1][C:2]1[N:7]=[C:6]([NH:8][C@H:9]([CH2:12][CH3:13])[CH2:10][OH:11])[C:5](Br)=[CH:4][N:3]=1.[S:15]1[CH:19]=[CH:18][CH:17]=[C:16]1B(O)O>>[Cl:1][C:2]1[N:7]=[C:6]([NH:8][C@H:9]([CH2:12][CH3:13])[CH2:10][OH:11])[C:5]([C:16]2[S:15][CH:19]=[CH:18][CH:17]=2)=[CH:4][N:3]=1. Procedure: In the reaction of (R)-2-(2-chloro-5-bromopyrimidine-4-ylamino)butan-1-ol (18.17 g, 64.8 mmol) with thiophen-2-boronic acid (e. g.: Aldrich, Acros, Apin) (9.12 g, 128.0 mmol) according to procedure 3, the desired product is obtained in 71% yield (13.1 g) after chromatographic purification (silica gel, ethyl acetate/hexane (20%-50% ethyl acetate)). Starting materials: C=C(C)C(=O)OC, CC1(C(=O)O)CC(F)(F)C1(F)Cl, FC(F)=C(F)Cl. Yields the product COC(=O)C1(C)CC(F)(F)C1(F)Cl. RXN SMILES: [CH3:13][O:14][C:15]([C:16](=[CH2:17])[CH3:18])=[O:19].[CH3:1][C:2]1([C:10](=[O:11])[OH:12])[C:3]([F:8])([Cl:9])[C:4]([F:6])([F:7])[CH2:5]1.[F:20][C:21]([F:22])=[C:23]([F:24])[Cl:25]>>[CH3:1][C:2]1([C:10](=[O:11])[O:12][CH3:13])[C:3]([F:8])([Cl:9])[C:4]([F:6])([F:7])[CH2:5]1.